This data is from the Open Reaction Database (ORD), a public repository of structured organic reaction records. The task is: describe an organic reaction: reactants, conditions, products, and yield Starting materials: CC(=O)Nc1ccc(C=CC(=O)O)cn1, C[Si](C)(C)C=[N+]=[N-], CO, ClCCl. Yields the product COC(=O)C=Cc1ccc(NC(C)=O)nc1. Reaction SMILES: [C:1]([CH3:2])(=[O:3])[NH:4][c:5]1[cH:6][cH:7][c:8]([CH:11]=[CH:12][C:13](=[O:14])[OH:15])[cH:9][n:10]1.[CH3:16][Si:17]([CH:18]=[N+:19]=[N-:20])([CH3:21])[CH3:22].[CH3:26][OH:27].[Cl:23][CH2:24][Cl:25]>>[C:1]([CH3:2])(=[O:3])[NH:4][c:5]1[cH:6][cH:7][c:8]([CH:11]=[CH:12][C:13](=[O:14])[O:15][CH3:16])[cH:9][n:10]1. The reactants are Cc1oc(-c2ccccc2)nc1COc1ccc(Cn2cc(CO)c(-c3ccccc3)c2)cn1, CCOC(C)=O. Yields the product Cc1oc(-c2ccccc2)nc1COc1ccc(Cn2cc(C=O)c(-c3ccccc3)c2)cn1. As a reaction SMILES: [CH3:1][c:2]1[c:3]([CH2:13][O:14][c:15]2[cH:16][cH:17][c:18]([CH2:21][n:22]3[cH:23][c:24]([CH2:33][OH:34])[c:25](-[c:27]4[cH:28][cH:29][cH:30][cH:31][cH:32]4)[cH:26]3)[cH:19][n:20]2)[n:4][c:5](-[c:7]2[cH:8][cH:9][cH:10][cH:11][cH:12]2)[o:6]1.[CH3:35][CH2:36][O:37][C:38](=[O:39])[CH3:40]>>[CH3:1][c:2]1[c:3]([CH2:13][O:14][c:15]2[cH:16][cH:17][c:18]([CH2:21][n:22]3[cH:23][c:24]([CH:33]=[O:34])[c:25](-[c:27]4[cH:28][cH:29][cH:30][cH:31][cH:32]4)[cH:26]3)[cH:19][n:20]2)[n:4][c:5](-[c:7]2[cH:8][cH:9][cH:10][cH:11][cH:12]2)[o:6]1. Starting materials: CN(CCCl)Cc1ccccc1, CC(C)CO, Cc1ccccc1, CO, Cl, [H-], [Na+], O. Yields the product CC(C)COCCN(C)Cc1ccccc1. As a reaction SMILES: [CH2:8]([c:9]1[cH:10][cH:11][cH:12][cH:13][cH:14]1)[N:15]([CH3:16])[CH2:17][CH2:18][Cl:19].[CH3:1][CH:2]([CH3:3])[CH2:4][OH:5].[CH3:21][c:22]1[cH:23][cH:24][cH:25][cH:26][cH:27]1.[CH3:29][OH:30].[ClH:20].[H-:6].[Na+:7].[OH2:28]>>[CH3:1][CH:2]([CH3:3])[CH2:4][O:5][CH2:18][CH2:17][N:15]([CH2:8][c:9]1[cH:10][cH:11][cH:12][cH:13][cH:14]1)[CH3:16]. Starting materials: C(C)(C)N(CC)C(C)C (Diisopropylethylamine), BrCC#CC (1-bromo-2-butyne), CN1C(NC(C=2NC(=NC12)Br)=O)=O (3-Methyl-8-bromo-xanthine), C([O-])([O-])=O.[K+].[K+] (Potassium carbonate), ClCC1=NC2=CC=CC=C2C(=N1)C (2-(chloromethyl)-4-methylquinazoline), C([O-])([O-])=O.[K+].[K+] (Potassium carbonate), Cl.Cl.N1C[C@@H](CCC1)N ((R)-piperidine-3-amine dihydrochloride). The solvent is CN(C=O)C (N,N-dimethylformamide), CN(C=O)C (N,N-dimethylformamide), CN(C=O)C (N,N-dimethylformamide). Run at temperature 85 celsius, time 15 minute. The product is CC#CCN1C2=C(N=C1N3CCC[C@H](C3)N)N(C(=O)N(C2=O)CC=4N=C(C=5C=CC=CC5N4)C)C (Linagliptin). The yield is 12.5%. RXN SMILES: [CH3:1][N:2]1[C:10]2[N:9]=[C:8](Br)[NH:7][C:6]=2[C:5](=[O:12])[NH:4][C:3]1=[O:13].C(N(C(C)C)CC)(C)C.Br[CH2:24][C:25]#[C:26][CH3:27].C(=O)([O-])[O-].[K+].[K+].Cl[CH2:35][C:36]1[N:45]=[C:44]([CH3:46])[C:43]2[C:38](=[CH:39][CH:40]=[CH:41][CH:42]=2)[N:37]=1.Cl.Cl.[NH:49]1[CH2:54][CH2:53][CH2:52][C@@H:51]([NH2:55])[CH2:50]1>CN(C)C=O>[CH3:24][C:25]#[C:26][CH2:27][N:7]1[C:8]([N:49]2[CH2:50][C@H:51]([NH2:55])[CH2:52][CH2:53][CH2:54]2)=[N:9][C:10]2[N:2]([CH3:1])[C:3]([N:4]([CH2:35][C:36]3[N:45]=[C:44]([CH3:46])[C:43]4[CH:42]=[CH:41][CH:40]=[CH:39][C:38]=4[N:37]=3)[C:5](=[O:12])[C:6]1=2)=[O:13] |f:3.4.5,7.8.9|. Reported procedure: 3-Methyl-8-bromo-xanthine (5 gm) and N,N-dimethylformamide (DMF, 28.5 mL) were charged into a 1000 mL round bottomed flask equipped with a mechanical stirrer. Diisopropylethylamine (DIPEA, 2.6 gm) and 1-bromo-2-butyne (2.7 gm) were added at 30° C. The reaction mixture was heated to 85° C. and maintained at this temperature for 4 hours. The reaction mixture is cooled to 30° C. and N,N-dimethylformamide (DMF, 100 mL) was added. Potassium carbonate (4.4 gm) and 2-(chloromethyl)-4-methylquinazoline ... Product: CNC(=O)c1ccc2cc(C(O)(CCO)c3cn(C(c4ccccc4)(c4ccccc4)c4ccccc4)cn3)ccc2c1. Reaction SMILES: [BH4-:6].[CH2:1]1[O:2][CH2:3][CH2:4][CH2:5]1.[CH3:58][CH2:59][O:60][C:61](=[O:62])[CH3:63].[CH3:64][CH2:65][OH:66].[Cl-:56].[Cl-:68].[Cl-:70].[NH4+:57].[Na+:7].[OH2:67].[OH:8][C:9]([CH2:10][C:11](=[O:12])[O:13][C:14]([CH3:15])([CH3:16])[CH3:17])([c:18]1[n:19][cH:20][n:21]([C:23]([c:24]2[cH:25][cH:26][cH:27][cH:28][cH:29]2)([c:30]2[cH:31][cH:32][cH:33][cH:34][cH:35]2)[c:36]2[cH:37][cH:38][cH:39][cH:40][cH:41]2)[cH:22]1)[c:42]1[cH:43][c:44]2[cH:45][cH:46][c:47]([C:52](=[O:53])[NH:54][CH3:55])[cH:48][c:49]2[cH:50][cH:51]1.[Zn+2:69]>>[OH:8][C:9]([CH2:10][CH2:11][OH:12])([c:18]1[n:19][cH:20][n:21]([C:23]([c:24]2[cH:25][cH:26][cH:27][cH:28][cH:29]2)([c:30]2[cH:31][cH:32][cH:33][cH:34][cH:35]2)[c:36]2[cH:37][cH:38][cH:39][cH:40][cH:41]2)[cH:22]1)[c:42]1[cH:43][c:44]2[cH:45][cH:46][c:47]([C:52](=[O:53])[NH:54][CH3:55])[cH:48][c:49]2[cH:50][cH:51]1. Starting materials: [BH4-], C1CCOC1, CCOC(C)=O, CCO, [Cl-], [Cl-], [Cl-], [NH4+], [Na+], O, CNC(=O)c1ccc2cc(C(O)(CC(=O)OC(C)(C)C)c3cn(C(c4ccccc4)(c4ccccc4)c4ccccc4)cn3)ccc2c1, [Zn+2]. Reactants: ClC=1C=C(C=CC1OC)C(C#CC(C)(O)C)O (1-(3-chloro-4-methoxyphenyl)-4-methylpent-2-yne-1,4-diol). The solvent is C(Cl)Cl (DCM), O (water). Conditions: time 1 hour. The product is ClC=1C=C(C=CC1OC)C(C#CC(C)(C)O)=O (1-(3-chloro-4-methoxyphenyl)-4-hydroxy-4-methylpent-2-yn-1-one). Yield: 65.6%. RXN SMILES: [Cl:1][C:2]1[CH:3]=[C:4]([CH:10]([OH:17])[C:11]#[C:12][C:13]([CH3:16])([OH:15])[CH3:14])[CH:5]=[CH:6][C:7]=1[O:8][CH3:9]>C(Cl)Cl.O>[Cl:1][C:2]1[CH:3]=[C:4]([C:10](=[O:17])[C:11]#[C:12][C:13]([OH:15])([CH3:14])[CH3:16])[CH:5]=[CH:6][C:7]=1[O:8][CH3:9]. Procedure: To a stirred solution of 1-(3-chloro-4-methoxyphenyl)-4-methylpent-2-yne-1,4-diol (0.69 g, 2.716 mmol) in DCM (20 mL) was added DMP (2.36 g, 5.430 mmol) at RT. The reaction mixture was stirred for 1 h and diluted with water (10 mL). The combined organic layers were washed with a saturated NaHCO3 solution and water, dried over Na2SO4, filtered, and then concentrated in vacuo to afford 1-(3-chloro-4-methoxyphenyl)-4-hydroxy-4-methylpent-2-yn-1-one (0.45 g, 65%) as a brown oil. Reactants: O (water), CN1C(=NC=C1C=O)C (1,2-dimethyl-1H-imidazole-5-carbaldehyde), C(CCC)[Li] (n-butyllithium), hexanes, N1(N=CC=C1)C1=CC=C(CC=2C(=NC3=CC=C(C=C3C2Cl)Br)OC)C=C1 (3-(4-(1H-pyrazol-1-yl)benzyl)-6-bromo-4-chloro-2-methoxyquinoline), N1(N=CC=C1)C1=CC=C(CC=2C(=NC3=CC=C(C=C3C2Cl)Br)OC)C=C1 (3-(4-(1H-pyrazol-1-yl)benzyl)-6-bromo-4-chloro-2-methoxyquinoline). The solvent is O1CCCC1 (tetrahydrofuran), O1CCCC1 (tetrahydrofuran). Reaction conditions: temperature 23 celsius, time 3 minute. Yields the product N1(N=CC=C1)C1=CC=C(CC=2C(=NC3=CC=C(C=C3C2Cl)C(O)C2=CN=C(N2C)C)OC)C=C1 ((3-(4-(1H-Pyrazol-1-yl)benzyl)-4-chloro-2-methoxyquinolin-6-yl)(1,2-dimethyl-1H-imidazol-5-yl)methanol). RXN SMILES: C([Li])CCC.[N:6]1([C:11]2[CH:31]=[CH:30][C:14]([CH2:15][C:16]3[C:17]([O:28][CH3:29])=[N:18][C:19]4[C:24]([C:25]=3[Cl:26])=[CH:23][C:22](Br)=[CH:21][CH:20]=4)=[CH:13][CH:12]=2)[CH:10]=[CH:9][CH:8]=[N:7]1.[CH3:32][N:33]1[C:37]([CH:38]=[O:39])=[CH:36][N:35]=[C:34]1[CH3:40].O>O1CCCC1>[N:6]1([C:11]2[CH:31]=[CH:30][C:14]([CH2:15][C:16]3[C:17]([O:28][CH3:29])=[N:18][C:19]4[C:24]([C:25]=3[Cl:26])=[CH:23][C:22]([CH:38]([C:37]3[N:33]([CH3:32])[C:34]([CH3:40])=[N:35][CH:36]=3)[OH:39])=[CH:21][CH:20]=4)=[CH:13][CH:12]=2)[CH:10]=[CH:9][CH:8]=[N:7]1. Procedure: A solution of n-butyllithium in hexanes (1.6 M, 1.5 mL, 2.3 mmol) was added dropwise to a stirring solution of 3-(4-(1H-pyrazol-1-yl)benzyl)-6-bromo-4-chloro-2-methoxyquinoline (1 g, 2.3 mmol, Intermediate 10) in tetrahydrofuran (18 mL) at −78° C. After 3 minutes, a solution of 1,2-dimethyl-1H-imidazole-5-carbaldehyde (347 mg, 2.8 mmol) in tetrahydrofuran (5 mL) was added dropwise. After 5 minutes, the flask was placed into an ice-water bath. After 30 minutes, water (10 mL) was added and the bip... Product: BrC1=C2CCN(C(C2=CC=C1)C1=CC=C(C=C1)C(F)(F)F)C(=O)NC1=CC=C(C=C1)F (5-bromo-N-(4-fluorophenyl)-1-(4-(trifluoromethyl)-phenyl)-3,4-dihydroisoquinoline-2(1H)-carboxamide). RXN SMILES: [Br:1][C:2]1[CH:11]=[CH:10][CH:9]=[C:8]2[C:3]=1[CH2:4][CH2:5][NH:6][CH:7]2[C:12]1[CH:17]=[CH:16][C:15]([C:18]([F:21])([F:20])[F:19])=[CH:14][CH:13]=1.[F:22][C:23]1[CH:28]=[CH:27][C:26]([N:29]=[C:30]=[O:31])=[CH:25][CH:24]=1>C(Cl)Cl>[Br:1][C:2]1[CH:11]=[CH:10][CH:9]=[C:8]2[C:3]=1[CH2:4][CH2:5][N:6]([C:30]([NH:29][C:26]1[CH:27]=[CH:28][C:23]([F:22])=[CH:24][CH:25]=1)=[O:31])[CH:7]2[C:12]1[CH:17]=[CH:16][C:15]([C:18]([F:19])([F:20])[F:21])=[CH:14][CH:13]=1. Run at time 1 hour. Starting materials: BrC1=C2CCNC(C2=CC=C1)C1=CC=C(C=C1)C(F)(F)F (5-bromo-1-(4-(trifluoromethyl)phenyl)-1,2,3,4-tetrahydroisoquinoline), FC1=CC=C(C=C1)N=C=O (4-fluorophenyl isocyanate). The solvent is C(Cl)Cl (CH2Cl2). Procedure: To a 50 mL round-bottomed flask was added 5-bromo-1-(4-(trifluoromethyl)-phenyl)-1,2,3,4-tetrahydroisoquinoline (44 mg, 124 μmol, from step 3, example 146), CH2Cl2 (2 mL), 4-fluorophenyl isocyanate (17 mg, 124 μmol, Aldrich). The reaction mixture was stirred at RT for 1 h. The solvent was removed in vacuo and the residue was purified by silica gel chromatography, eluting with 50% EtOAc/hexanes to give 5-bromo-N-(4-fluorophenyl)-1-(4-(trifluoromethyl)-phenyl)-3,4-dihydroisoquinoline-2(1H)-carboxa... Reactants: BrC1=C(C=O)C=CC(=C1)F (2-bromo-4-fluorobenzaldehyde), C([O-])([O-])=O.[K+].[K+] (potassium carbonate), O (water), NC1=NC2=CC=C(C=C2C(=N1)C(=O)N1CC2=CC=CC=C2C1)B1OC(C(O1)(C)C)(C)C ([2-amino-6-(4,4,5,5-tetramethyl-1,3,2-dioxaborolan-2-yl)quinazolin-4-yl]-(1,3-dihydroisoindol-2-yl)methanone). The reagents and catalysts are C1=CC=C(C=C1)P([C-]2C=CC=C2)C3=CC=CC=C3.C1=CC=C(C=C1)P([C-]2C=CC=C2)C3=CC=CC=C3.Cl[Pd]Cl.[Fe+2] ([1,1′-bis(diphenylphosphino)ferrocene]palladium(II) dichloride). Solvent: C(C)O (ethanol). Run at temperature 120 celsius. Yields the product NC1=NC2=CC=C(C=C2C(=N1)C(=O)N1CC2=CC=CC=C2C1)C1=C(C=O)C=CC(=C1)F (2-[2-Amino-4-(isoindoline-2-carbonyl)quinazolin-6-yl]-4-fluorobenzaldehyde). RXN SMILES: Br[C:2]1[CH:9]=[C:8]([F:10])[CH:7]=[CH:6][C:3]=1[CH:4]=[O:5].C(=O)([O-])[O-].[K+].[K+].O.[NH2:18][C:19]1[N:28]=[C:27]([C:29]([N:31]2[CH2:39][C:38]3[C:33](=[CH:34][CH:35]=[CH:36][CH:37]=3)[CH2:32]2)=[O:30])[C:26]2[C:21](=[CH:22][CH:23]=[C:24](B3OC(C)(C)C(C)(C)O3)[CH:25]=2)[N:20]=1>C(O)C.C1C=CC(P(C2C=CC=CC=2)[C-]2C=CC=C2)=CC=1.C1C=CC(P(C2C=CC=CC=2)[C-]2C=CC=C2)=CC=1.Cl[Pd]Cl.[Fe+2]>[NH2:18][C:19]1[N:28]=[C:27]([C:29]([N:31]2[CH2:32][C:33]3[C:38](=[CH:37][CH:36]=[CH:35][CH:34]=3)[CH2:39]2)=[O:30])[C:26]2[C:21](=[CH:22][CH:23]=[C:24]([C:2]3[CH:9]=[C:8]([F:10])[CH:7]=[CH:6][C:3]=3[CH:4]=[O:5])[CH:25]=2)[N:20]=1 |f:1.2.3,7.8.9.10|. Procedure details: 244 mg of 2-bromo-4-fluorobenzaldehyde, 0.35 g of potassium carbonate, 4 μl of water and 98 mg of [1,1′-bis(diphenylphosphino)ferrocene]palladium(II) dichloride are added to a solution of 500 mg of [2-amino-6-(4,4,5,5-tetramethyl-1,3,2-dioxaborolan-2-yl)quinazolin-4-yl]-(1,3-dihydroisoindol-2-yl)methanone in 12 ml of ethanol under argon. The mixture is heated at 120° C. for 4 h; then allowed to cool, during which a precipitate deposits. The precipitate is filtered off, taken up in 10 ml of ethyl... The reactants are CO, CC(C)(C)OC(=O)N1CC2CN(c3cncc(C=Cc4ccc(F)cc4)c3)CC2C1, [H][H]. Yields the product CC(C)(C)OC(=O)N1CC2CN(c3cncc(CCc4ccc(F)cc4)c3)CC2C1. As a reaction SMILES: [CH3:33][OH:34].[F:1][c:2]1[cH:3][cH:4][c:5]([CH:6]=[CH:7][c:8]2[cH:9][c:10]([N:14]3[CH2:15][CH:16]4[CH:17]([CH2:18]3)[CH2:19][N:20]([C:22](=[O:23])[O:24][C:25]([CH3:26])([CH3:27])[CH3:28])[CH2:21]4)[cH:11][n:12][cH:13]2)[cH:29][cH:30]1.[H:31][H:32]>>[F:1][c:2]1[cH:3][cH:4][c:5]([CH2:6][CH2:7][c:8]2[cH:9][c:10]([N:14]3[CH2:15][CH:16]4[CH:17]([CH2:18]3)[CH2:19][N:20]([C:22](=[O:23])[O:24][C:25]([CH3:26])([CH3:27])[CH3:28])[CH2:21]4)[cH:11][n:12][cH:13]2)[cH:29][cH:30]1.